Dataset: the Open Reaction Database (ORD), a public repository of structured organic reaction records. Task: describe an organic reaction: reactants, conditions, products, and yield Starting materials: Cl (hydrochloric acid), OCCN1CCN(CC1)C1=CC(=NC(=N1)C)NC=1SC(=CN1)C(=O)OC (methyl 2-(6-(4-(2-hydroxyethyl)piperazin-1-yl)-2-methylpyrimidin-4-ylamino)thiazole-5-formate), OCCN1CCN(CC1)C1=CC(=NC(=N1)C)NC=1SC(=CN1)C(=O)OC (methyl 2-(6-(4-(2-hydroxyethyl)piperazin-1-yl)-2-methylpyrimidin-4-ylamino)thiazole-5-formate), [OH-].[Li+] (Lithium hydroxide). Solvent: O (water). Yields the product OCCN1CCN(CC1)C1=CC(=NC(=N1)C)NC=1SC(=CN1)C(=O)O (2-(6-(4-(2-hydroxylethyl)piperazin-1-yl)-2-methylpyrimidin-4-ylamino)thiazole-5-formic acid). The yield is 96.6%. Reaction SMILES: [OH-].[Li+].[OH:3][CH2:4][CH2:5][N:6]1[CH2:11][CH2:10][N:9]([C:12]2[N:17]=[C:16]([CH3:18])[N:15]=[C:14]([NH:19][C:20]3[S:21][C:22]([C:25]([O:27]C)=[O:26])=[CH:23][N:24]=3)[CH:13]=2)[CH2:8][CH2:7]1.Cl>O>[OH:3][CH2:4][CH2:5][N:6]1[CH2:11][CH2:10][N:9]([C:12]2[N:17]=[C:16]([CH3:18])[N:15]=[C:14]([NH:19][C:20]3[S:21][C:22]([C:25]([OH:27])=[O:26])=[CH:23][N:24]=3)[CH:13]=2)[CH2:8][CH2:7]1 |f:0.1|. Reported procedure: Lithium hydroxide (23.4 g, 0.35 mol) and water (265 mL) were mixed in four-necked flask and dissolved by stirring, and then methyl 2-(6-(4-(2-hydroxyethyl)piperazin-1-yl)-2-methylpyrimidin-4-ylamino)thiazole-5-formate (Compound 6) (37.8 g, 0.1 mol) was added. After reaction at 50° C. for 3 h, cooled down to room temperature and pH value was adjusted to 6-6.5 by hydrochloric acid (6N). In cold storage grew the grain overnight. After suction filtration, the cake was dried to constant weight to giv... The reactants are CS(C)=O, O=[N+]([O-])c1cnc(Cl)nc1NC1CCCC1, Nc1ccncc1, N, O. The product is O=[N+]([O-])c1cnc(Nc2ccncc2)nc1NC1CCCC1. Reaction SMILES: [CH3:25][S:26]([CH3:27])=[O:28].[Cl:1][c:2]1[n:3][cH:4][c:5]([N+:14](=[O:15])[O-:16])[c:6]([NH:8][CH:9]2[CH2:10][CH2:11][CH2:12][CH2:13]2)[n:7]1.[NH2:17][c:18]1[cH:19][cH:20][n:21][cH:22][cH:23]1.[NH3:24].[OH2:29]>>[c:2]1([NH:17][c:18]2[cH:19][cH:20][n:21][cH:22][cH:23]2)[n:3][cH:4][c:5]([N+:14](=[O:15])[O-:16])[c:6]([NH:8][CH:9]2[CH2:10][CH2:11][CH2:12][CH2:13]2)[n:7]1. Reactants: [BH4-], CC(C)(C)OC(=O)NC(COCc1ccccc1)C(=O)O, O=C([O-])O, CC(C)COC(=O)Cl, COCCOC, CN1CCOCC1, [Na+], [Na+], O. Yields the product CC(C)(C)OC(=O)NC(CO)COCc1ccccc1. As a reaction SMILES: [BH4-:37].[C:1](=[O:2])([O:3][C:4]([CH3:5])([CH3:6])[CH3:7])[NH:8][CH:9]([CH2:10][O:11][CH2:12][c:13]1[cH:14][cH:15][cH:16][cH:17][cH:18]1)[C:19](=[O:20])[OH:21].[C:39](=[O:40])([OH:41])[O-:42].[CH2:29]([O:30][C:31]([Cl:32])=[O:33])[CH:34]([CH3:35])[CH3:36].[CH2:44]([CH2:45][O:46][CH3:47])[O:48][CH3:49].[CH3:22][N:23]1[CH2:24][CH2:25][O:26][CH2:27][CH2:28]1.[Na+:38].[Na+:43].[OH2:50]>>[C:1](=[O:2])([O:3][C:4]([CH3:5])([CH3:6])[CH3:7])[NH:8][CH:9]([CH2:10][O:11][CH2:12][c:13]1[cH:14][cH:15][cH:16][cH:17][cH:18]1)[CH2:19][OH:20]. The reactants are ice, [O-]CC.[Na+] (sodium ethoxide), CC(CCC)=O (2-pentanone), C(C(=O)OCC)(=O)OCC (diethyl oxalate), S(O)(O)(=O)=O (sulfuric acid). The solvent is C(C)O (ethanol). Product: O=C(C(=O)OCC)CC(CCC)=O (Ethyl 2,4-dioxoheptanoate). Isolated yield 38.1%. RXN SMILES: [O-]CC.[Na+].[CH3:5][C:6](=[O:10])[CH2:7][CH2:8][CH3:9].[C:11]([O:18][CH2:19][CH3:20])(=[O:17])[C:12]([O:14]CC)=O.S(=O)(=O)(O)O>C(O)C>[O:14]=[C:12]([CH2:5][C:6](=[O:10])[CH2:7][CH2:8][CH3:9])[C:11]([O:18][CH2:19][CH3:20])=[O:17] |f:0.1|. Reported procedure: To refluxing solution of sodium ethoxide (51.2 g, 0.75 mmol) in ethanol (170 ml) was added dropwise over 30 minutes a solution of 2-pentanone (59 g, 0.68 mol) in diethyl oxalate (99 g, 0.68 mol). The resulting turbid yellow mixture was refluxed further for 2 hours, cooled to room temperature, poured over 500 g ice with stirring and adjusted to pH 1-2 with concentrated sulfuric acid (~40 ml). The organic phase was extracted with benzene (3×300 ml), washed once with saturated aqueous sodium chlori... Starting materials: FC=1C=C(C=CC1)[Mg]Br (3-fluorophenylmagnesium bromide), O1C(OCC1)CCCCCOC=1C=C(C=O)C=CC1 (3-((5-(1,3-dioxolan-2-yl)pentyl)oxy)benzaldehyde), O1C(OCC1)CCCCCCCCOC=1C=C(C=O)C=CC1 (3-(8-(1,3-dioxolan-2-yl)octyloxy)benzaldehyde). Yields the product O1C(OCC1)CCCCCOC=1C=C(C=CC1)C(O)C1=CC(=CC=C1)F ((3-((5-(1,3-dioxolan-2-yl)pentyl)oxy)phenyl)(3-fluorophenyl)methanol). Reaction SMILES: [F:1][C:2]1[CH:3]=[C:4]([Mg]Br)[CH:5]=[CH:6][CH:7]=1.[O:10]1[CH2:14][CH2:13][O:12][CH:11]1[CH2:15][CH2:16][CH2:17][CH2:18][CH2:19][O:20][C:21]1[CH:22]=[C:23]([CH:26]=[CH:27][CH:28]=1)[CH:24]=[O:25].O1CCOC1CCCCCCCCOC1C=C(C=CC=1)C=O>>[O:10]1[CH2:14][CH2:13][O:12][CH:11]1[CH2:15][CH2:16][CH2:17][CH2:18][CH2:19][O:20][C:21]1[CH:22]=[C:23]([CH:24]([C:4]2[CH:5]=[CH:6][CH:7]=[C:2]([F:1])[CH:3]=2)[OH:25])[CH:26]=[CH:27][CH:28]=1. Reported procedure: The title compound was prepared as described in Example 10 Step 2 with 3-fluorophenylmagnesium bromide and 3-((5-(1,3-dioxolan-2-yl)pentyl)oxy)benzaldehyde replacing 2-thienylmagnesium bromide and 3-(8-(1,3-dioxolan-2-yl)octyloxy)benzaldehyde respectively.